From a dataset of the Open Reaction Database (ORD), a public repository of structured organic reaction records. describe an organic reaction: reactants, conditions, products, and yield Reactants: C1CCOC1, CC1C(c2ccccc2)OC(=O)N1C(=O)C(CC1CCCC1)c1ccccc1, [Li+], [OH-], O, OO. Product: O=C(O)C(CC1CCCC1)c1ccccc1. RXN SMILES: [CH2:34]1[O:35][CH2:36][CH2:37][CH2:38]1.[CH:6]1([CH2:11][CH:12]([C:13](=[O:14])[N:15]2[CH:16]([CH3:17])[CH:18]([c:19]3[cH:20][cH:21][cH:22][cH:23][cH:24]3)[O:25][C:26]2=[O:27])[c:28]2[cH:29][cH:30][cH:31][cH:32][cH:33]2)[CH2:7][CH2:8][CH2:9][CH2:10]1.[Li+:3].[OH-:2].[OH2:1].[OH:4][OH:5]>>[O:1]=[C:13]([CH:12]([CH2:11][CH:6]1[CH2:7][CH2:8][CH2:9][CH2:10]1)[c:28]1[cH:29][cH:30][cH:31][cH:32][cH:33]1)[OH:14]. Reactants: BrC=1C(=CC(=NC1)O)C (5-bromo-2-hydroxy-4-methylpyridine), C(C)(C)O (isopropanol). Yields the product BrC=1C(=CC(=NC1)OC(C)C)C (5-Bromo-2-isopropoxy-4-methyl-pyridine). RXN SMILES: [Br:1][C:2]1[C:3]([CH3:9])=[CH:4][C:5]([OH:8])=[N:6][CH:7]=1.[CH:10](O)([CH3:12])[CH3:11]>>[Br:1][C:2]1[C:3]([CH3:9])=[CH:4][C:5]([O:8][CH:10]([CH3:12])[CH3:11])=[N:6][CH:7]=1. Procedure: The title compound was prepared from 5-bromo-2-hydroxy-4-methylpyridine and isopropanol in analogy to Example 9c): colorless liquid. Starting materials: C1(=CC=CC=C1)S(=O)(=O)N1C=CC=2C1=NC=CC2 (1-benzenesulfonyl-1H-pyrrolo[2,3-b]pyridine), CC(CC=O)C (3-methylbutanal), C(C)(C)[N-]C(C)C.[Li+] (lithium diisopropylamide). The solvent is O1CCCC1 (tetrahydrofuran). Conditions: temperature -78 celsius, time 10 minute. The product is ethyl acetate petroleum ether, C1(=CC=CC=C1)S(=O)(=O)N1C(=CC=2C1=NC=CC2)C(CC(C)C)O (1-(1-benzenesulfonyl-1H-pyrrolo[2,3-b]pyridin-2-yl)-3-methyl-butan-1-ol). The yield is 51.1%. RXN SMILES: [C:1]1([S:7]([N:10]2[C:14]3=[N:15][CH:16]=[CH:17][CH:18]=[C:13]3[CH:12]=[CH:11]2)(=[O:9])=[O:8])[CH:6]=[CH:5][CH:4]=[CH:3][CH:2]=1.C([N-]C(C)C)(C)C.[Li+].[CH3:27][CH:28]([CH3:32])[CH2:29][CH:30]=[O:31]>O1CCCC1>[C:1]1([S:7]([N:10]2[C:14]3=[N:15][CH:16]=[CH:17][CH:18]=[C:13]3[CH:12]=[C:11]2[CH:30]([OH:31])[CH2:29][CH:28]([CH3:32])[CH3:27])(=[O:9])=[O:8])[CH:2]=[CH:3][CH:4]=[CH:5][CH:6]=1 |f:1.2|. Procedure details: To a suspension of 1-benzenesulfonyl-1H-pyrrolo[2,3-b]pyridine (5.0 g, 19.3 mmol) in dry tetrahydrofuran (125 mL) at −78° C. was added lithium diisopropylamide (14.5 mL, 29 mmol) dropwise. The mixture was stirred at −78° C. for 10 min and then treated with 3-methylbutanal (3.9 g, 45 mmol) dropwise. The resulting mixture was stirred at −78° C. for 1.5 h. At this time, the reaction was quenched with a saturated aqueous sodium chloride solution. The resulting mixture was then extracted with ethyl a... The reactants are Oc1cccc2ccc(-c3nnc4ccc(C5CC5)cn34)nc12, CC(C)(CO)CNC(=O)OC(C)(C)C. The product is CC(C)(CNC(=O)OC(C)(C)C)COc1cccc2ccc(-c3nnc4ccc(C5CC5)cn34)nc12. RXN SMILES: [CH:15]1([c:18]2[cH:19][cH:20][c:21]3[n:22]([cH:23]2)[c:24](-[c:27]2[n:28][c:29]4[c:30]([OH:37])[cH:31][cH:32][cH:33][c:34]4[cH:35][cH:36]2)[n:25][n:26]3)[CH2:16][CH2:17]1.[OH:1][CH2:2][C:3]([CH2:4][NH:5][C:6]([O:7][C:8]([CH3:9])([CH3:10])[CH3:11])=[O:12])([CH3:13])[CH3:14]>>[O:1]([CH2:2][C:3]([CH2:4][NH:5][C:6]([O:7][C:8]([CH3:9])([CH3:10])[CH3:11])=[O:12])([CH3:13])[CH3:14])[c:30]1[c:29]2[n:28][c:27](-[c:24]3[n:22]4[c:21]([cH:20][cH:19][c:18]([CH:15]5[CH2:16][CH2:17]5)[cH:23]4)[n:26][n:25]3)[cH:36][cH:35][c:34]2[cH:33][cH:32][cH:31]1. Reactants: C([O-])([O-])=O.[K+].[K+] (potassium carbonate), O (water), C(=C/CCCCCCC)/C1=NC2=CC=CC=C2C(=C1C)OC(C)=O (2-(cis-1-nonenyl)-3-methyl-4-acetoxyquinoline), O (water). The solvent is CO (methanol). Conditions: time 13 hour. The product is C(=C/CCCCCCC)/C1=NC2=CC=CC=C2C(C1C)=O (2-(cis-1-nonenyl)-3-mehtyl-4-quinolone). The yield is 85.3%. RXN SMILES: C(=O)([O-])[O-].[K+].[K+].O.[CH:8](/[C:17]1[C:26]([CH3:27])=[C:25]([O:28]C(=O)C)[C:24]2[C:19](=[CH:20][CH:21]=[CH:22][CH:23]=2)[N:18]=1)=[CH:9]/[CH2:10][CH2:11][CH2:12][CH2:13][CH2:14][CH2:15][CH3:16]>CO>[CH:8](/[C:17]1[CH:26]([CH3:27])[C:25](=[O:28])[C:24]2[C:19](=[CH:20][CH:21]=[CH:22][CH:23]=2)[N:18]=1)=[CH:9]/[CH2:10][CH2:11][CH2:12][CH2:13][CH2:14][CH2:15][CH3:16] |f:0.1.2|. Procedure: 205 mg (1.49 mmols) of potassium carbonate and 2 ml of water were added to a solution of 483 mg (1.49 mmols) of 2-(cis-1-nonenyl)-3-methyl-4-acetoxyquinoline, 1 ml of water and 30 ml of methanol and stirred at room temperature for 13 hours. Thereafter, the solution was treated and purified in the same manner as in Example 2 to obtain 360 mg (yield 86%) of 2-(cis-1-nonenyl)-3-mehtyl-4-quinolone. Starting materials: Cl.FC1=CC(=C(C=C1)CN)N1N=CN=C1 ((4-Fluoro-2-(1H-1,2,4-triazol-1-yl)phenyl)methanamine hydrochloride), 1,4-fluoro-2-(1H-1,2,4-triazol-1-yl)benzonitrile, Cl (HCl). The reagents and catalysts are [Pd] (Pd/C). The solvent is C(C)O (ethanol). Conditions: time 4 hour. Yields the product FC1=CC(=C(C#N)C=C1)N1N=CN=C1 (4-Fluoro-2-(1H-1,2,4-triazol-1-yl)benzonitrile). Isolated yield 99.0%. RXN SMILES: Cl.[F:2][C:3]1[CH:8]=[CH:7][C:6]([CH2:9][NH2:10])=[C:5]([N:11]2[CH:15]=[N:14][CH:13]=[N:12]2)[CH:4]=1.Cl>C(O)C.[Pd]>[F:2][C:3]1[CH:8]=[CH:7][C:6]([C:9]#[N:10])=[C:5]([N:11]2[CH:15]=[N:14][CH:13]=[N:12]2)[CH:4]=1 |f:0.1|. Procedure: (4-Fluoro-2-(1H-1,2,4-triazol-1-yl)phenyl)methanamine hydrochloride): Intermediate 1,4-fluoro-2-(1H-1,2,4-triazol-1-yl)benzonitrile, (2.46 g, 13.13 mmol) was dissolved in hot ethanol (150 mL). Aqueous 1N HCl (15 mL) was added followed by 10% Pd/C (200 mg). The mixture was shaken under H2 (55 psi) for 4 h., then filtered through Celite and concentrated in vacuo. The remaining residue was partitioned between ethyl acetate and water. The aqueous layer was isolated and lyophilized to give the title ... The reactants are ClC=1C=C(C=CC1F)C(F)(F)F (3-chloro-4-fluorobenzotrifluoride), N1C(=CC=C1)C=O (pyrrole-2-carboxaldehyde), [H-].[Na+] (sodium hydride). Run in CN(C=O)C (N,N-dimethylformamide), CN(C=O)C (N,N-dimethylformamide). Reaction conditions: temperature 50 celsius, time 30 minute. Product: ClC1=C(C=CC(=C1)C(F)(F)F)N1C(=CC=C1)C=O (1-(2'-chloro-4'-trifluoromethylphenyl)pyrrole-2-carboxaldehyde). Isolated yield 55.9%. Reaction SMILES: [NH:1]1[CH:5]=[CH:4][CH:3]=[C:2]1[CH:6]=[O:7].[H-].[Na+].[Cl:10][C:11]1[CH:12]=[C:13]([C:18]([F:21])([F:20])[F:19])[CH:14]=[CH:15][C:16]=1F>CN(C)C=O>[Cl:10][C:11]1[CH:12]=[C:13]([C:18]([F:19])([F:20])[F:21])[CH:14]=[CH:15][C:16]=1[N:1]1[CH:5]=[CH:4][CH:3]=[C:2]1[CH:6]=[O:7] |f:1.2|. Procedure details: A solution of pyrrole-2-carboxaldehyde (19.0 g, 0.2 mol) in N,N-dimethylformamide (50 ml) was added dropwise to a suspension of sodium hydride (80% dispersion in oil, 6.3 g, 0.21 mol) in N,N-dimethylformamide (100 ml), maintaining the temperature of the reaction between 5°-10° C. by means of ice-bath cooling. When the addition was complete, stirring was continued for 30 minutes, and then 3-chloro-4-fluorobenzotrifluoride (39.7 g, 0.20 mol) added. The mixture was stirred for 3 hours, then warmed ...